From a dataset of the Open Reaction Database (ORD), a public repository of structured organic reaction records. describe an organic reaction: reactants, conditions, products, and yield The reactants are ClC1=CC(=C(C=C1OC(C)C)C(CC(C(OCC)OCC)=O)=O)F (1-(4-chloro-2-fluoro-5-isopropoxy-phenyl)-4,4-diethoxybutane-1,3-dione), O.NN (hydrazine monohydrate). Solvent: C(C)O (ethanol). Product: ClC1=CC(=C(C=C1OC(C)C)C1=NNC(=C1)C(OCC)OCC)F (3-(4-Chloro-2-fluoro-5-isopropoxy-phenyl)-5-diethoxymethyl-1H-pyrazole). RXN SMILES: [Cl:1][C:2]1[C:7]([O:8][CH:9]([CH3:11])[CH3:10])=[CH:6][C:5]([C:12](=O)[CH2:13][C:14](=O)[CH:15]([O:19][CH2:20][CH3:21])[O:16][CH2:17][CH3:18])=[C:4]([F:24])[CH:3]=1.O.[NH2:26][NH2:27]>C(O)C>[Cl:1][C:2]1[C:7]([O:8][CH:9]([CH3:11])[CH3:10])=[CH:6][C:5]([C:12]2[CH:13]=[C:14]([CH:15]([O:19][CH2:20][CH3:21])[O:16][CH2:17][CH3:18])[NH:27][N:26]=2)=[C:4]([F:24])[CH:3]=1 |f:1.2|. Reported procedure: The crude 1-(4-chloro-2-fluoro-5-isopropoxy-phenyl)-4,4-diethoxybutane-1,3-dione (Example H7) is initially introduced into 150 ml of dry ethanol. 2.90 g of hydrazine monohydrate are added dropwise at room temperature, while stirring. The mixture is then stirred for 4 hours, while heating under gentle reflux, and is subsequently cooled and the alcohol is removed on a rotary evaporator in vacuo. The residue obtained is partitioned between aqueous sodium bicarbonate solution and ethyl acetate. Afte... The reactants are C(Cl)C1CO1 (Epichlorohydrin), NC1=CC=C(C=2C(C3=CC=CC=C3C(C12)=O)=O)N (1,4 - diaminoanthraquinone). Solvent: C(C)(=O)O (acetic acid). Conditions: temperature 90 celsius, time 30 minute. Product: ClCC(CNC1=CC=C(C=2C(C3=CC=CC=C3C(C12)=O)=O)NCC(CCl)O)O (1,4-Bis-(3-Chloro-2-Hydroxypropylamino)-9, 10-Anthracenedione). The yield is 70.1%. As a reaction SMILES: [CH2:1]([CH:3]1[O:5][CH2:4]1)[Cl:2].[NH2:6][C:7]1[C:20]2[C:19](=[O:21])[C:18]3[C:13](=[CH:14][CH:15]=[CH:16][CH:17]=3)[C:12](=[O:22])[C:11]=2[C:10]([NH2:23])=[CH:9][CH:8]=1>C(O)(=O)C>[Cl:2][CH2:1][CH:3]([OH:5])[CH2:4][NH:6][C:7]1[C:20]2[C:19](=[O:21])[C:18]3[C:13](=[CH:14][CH:15]=[CH:16][CH:17]=3)[C:12](=[O:22])[C:11]=2[C:10]([NH:23][CH2:4][CH:3]([OH:5])[CH2:1][Cl:2])=[CH:9][CH:8]=1. Procedure details: Epichlorohydrin (84.5 mL, 1.08 mol) was added to a solution of 1,4 - diaminoanthraquinone (Aldrich Chemical Company, Milwaukee, Wis.) (10 g, 42 mmol) in glacial acetic acid (200 mL) at room temperature. The solution was stirred for 30 minutes at 90° C. and the solvent was removed under reduced pressure. The residue was purified by flash column chromatography (silica gel, CH2Cl2 :MeOH/25:1) and recrystallized from CH2Cl2 -Ether-Hexanes to give a pure blue solid of the title compound (12.46 g, 70%... The reactants are CCC(=O)Cl, Nc1nnc(S)s1, O, c1ccncc1. The product is CCC(=O)Nc1nnc(S)s1. Reaction SMILES: [C:8]([CH2:9][CH3:10])(=[O:11])[Cl:12].[NH2:1][c:2]1[s:3][c:4]([SH:7])[n:5][n:6]1.[OH2:13].[cH:14]1[cH:15][cH:16][n:17][cH:18][cH:19]1>>[NH:1]([c:2]1[s:3][c:4]([SH:7])[n:5][n:6]1)[C:8]([CH2:9][CH3:10])=[O:11]. Starting materials: FC1=NC(=CC=C1)F (2,6-difluoropyridine), SC1=CC=C(C=C1)O (4-mercaptophenol), [OH-].[K+] (potassium hydroxide). Run in C(OC)COC (monoglyme). The product is FC1=CC=CC(=N1)SC1=CC=C(C=C1)O (4((6-Fluoro-2-pyridyl)thio)phenol). Reaction SMILES: F[C:2]1[CH:7]=[CH:6][CH:5]=[C:4]([F:8])[N:3]=1.[SH:9][C:10]1[CH:15]=[CH:14][C:13]([OH:16])=[CH:12][CH:11]=1.[OH-].[K+]>C(COC)OC>[F:8][C:4]1[N:3]=[C:2]([S:9][C:10]2[CH:15]=[CH:14][C:13]([OH:16])=[CH:12][CH:11]=2)[CH:7]=[CH:6][CH:5]=1 |f:2.3|. Reported procedure: A mixture comprising 69 grams (0.6 mole) of 2,6-difluoropyridine, 75.6 grams (0.6 mole) of 4-mercaptophenol and 49.5 grams (0.75 mole) of 85 percent potassium hydroxide was stirred in 300 milliliters of monoglyme for ~ 4 days at room temperature. At the end of this time, the reaction mixture was filtered to remove any solid by-products present. The filtrate was concentrated to remove most of the monoglyme and the residue mixed with 400 milliliters of 5 percent sodium hydroxide. The mixture was w... Starting materials: O=C([O-])[O-], CC(=O)C1CCCCC1=O, C1CC2CNCCN2C1, [Cs+], [Cs+], [Cu]I, COC(=O)c1ccc(I)cc1, CN(C)C=O. Product: COC(=O)c1ccc(N2CCN3CCCC3C2)cc1. Reaction SMILES: [C:12](=[O:13])([O-:14])[O-:15].[C:18]([CH:19]1[CH2:20][CH2:21][CH2:22][CH2:23][C:24]1=[O:25])(=[O:26])[CH3:27].[CH2:28]1[CH:29]2[N:30]([CH2:31][CH2:32][NH:33]1)[CH2:34][CH2:35][CH2:36]2.[Cs+:16].[Cs+:17].[Cu:42][I:43].[I:1][c:2]1[cH:3][cH:4][c:5]([C:6](=[O:7])[O:8][CH3:9])[cH:10][cH:11]1.[O:37]=[CH:38][N:39]([CH3:40])[CH3:41]>>[c:2]1([N:33]2[CH2:28][CH:29]3[N:30]([CH2:31][CH2:32]2)[CH2:34][CH2:35][CH2:36]3)[cH:3][cH:4][c:5]([C:6](=[O:7])[O:8][CH3:9])[cH:10][cH:11]1. Starting materials: CO (MeOH), CO (MeOH), N1C=NC=C1 (Imidazole), S([C@H]1[C@H](O)[C@@H](O)[C@H](O)[C@H](O1)CO)C1=CC=CC=C1 (phenyl 1-thio-β-D-glucopyranoside), [Si](C1=CC=CC=C1)(C1=CC=CC=C1)(C(C)(C)C)Cl (tert-butyldiphenylsilyl chloride). Solvent: CCCCCC (hexane), C(Cl)Cl (CH2Cl2), CN(C)C=O (DMF), CCOC(=O)C (EtOAc). Conditions: temperature 0 celsius, time 30 minute. The product is [Si](C1=CC=CC=C1)(C1=CC=CC=C1)(C(C)(C)C)OC[C@@H]1[C@H]([C@@H]([C@H]([C@H](SC2=CC=CC=C2)O1)O)O)O (phenyl 6-O-(tert-butyldiphenylsilyl)-1-thio-β-D-glucopyranoside). The yield is 90.6%. Reaction SMILES: N1C=CN=C1.[S:6]([C:18]1[CH:23]=[CH:22][CH:21]=[CH:20][CH:19]=1)[C@@H:7]1[O:15][C@H:14]([CH2:16][OH:17])[C@@H:12]([OH:13])[C@H:10]([OH:11])[C@H:8]1[OH:9].[Si:24](Cl)([C:37]([CH3:40])([CH3:39])[CH3:38])([C:31]1[CH:36]=[CH:35][CH:34]=[CH:33][CH:32]=1)[C:25]1[CH:30]=[CH:29][CH:28]=[CH:27][CH:26]=1.CO>CN(C=O)C.C(Cl)Cl.CCCCCC.CCOC(C)=O>[Si:24]([O:17][CH2:16][C@H:14]1[O:15][C@@H:7]([S:6][C:18]2[CH:19]=[CH:20][CH:21]=[CH:22][CH:23]=2)[C@H:8]([OH:9])[C@@H:10]([OH:11])[C@@H:12]1[OH:13])([C:37]([CH3:40])([CH3:39])[CH3:38])([C:31]1[CH:32]=[CH:33][CH:34]=[CH:35][CH:36]=1)[C:25]1[CH:30]=[CH:29][CH:28]=[CH:27][CH:26]=1. Reported procedure: Imidazole (32 g) is added to a solution of 3 (30 g) in DMF (225 mL). After cooling to 0° C., tert-butyldiphenylsilyl chloride (34 g) is added. The reaction is allowed to come to room temperature overnight, whereupon TLC analysis (silica, 10% MeOH in CH2Cl2) indicates that the reaction is complete. MeOH (30 mL) is added and the reaction is stirred for an additional 30 minutes. The solvents are then removed in vacuo (40° C., 10 mm Hg). The residue is dissolved in EtOAc (500 mL) and washed successi... The reactants are C(C)(=O)OC=1C=CC2=C(COC3=C4C(=CC=C23)C(=CC=C4)OC(C)=O)C1 (1-(Acetyloxy)-6H-dibenzo[c,h]chromen-8-yl acetate), C1CC(=O)N(C1=O)Cl (NCS). Run in CN(C)C=O (DMF). Run at temperature 100 celsius, time 2 hour. Yields the product ClC1=CC=2C3=C(COC2C=2C1=C(C=CC2)O)C=C(C=C3)O (12-Chloro-6H-dibenzo[c,h]chromene-1,8-diol), foam. Yield: 65.0%. As a reaction SMILES: C([O:4][C:5]1[CH:6]=[CH:7][C:8]2[C:17]3[C:12](=[C:13]4[CH:21]=[CH:20][CH:19]=[C:18]([O:22]C(=O)C)[C:14]4=[CH:15][CH:16]=3)[O:11][CH2:10][C:9]=2[CH:26]=1)(=O)C.C1C(=O)N([Cl:34])C(=O)C1>CN(C=O)C>[Cl:34][C:15]1[C:14]2=[C:18]([OH:22])[CH:19]=[CH:20][CH:21]=[C:13]2[C:12]2[O:11][CH2:10][C:9]3[CH:26]=[C:5]([OH:4])[CH:6]=[CH:7][C:8]=3[C:17]=2[CH:16]=1. Procedure details: The title compound was prepared by reacting 1-(Acetyloxy)-6H-dibenzo[c,h]chromen-8-yl acetate(360 mg, 1.03 mmol) with NCS (210 mg, 1.57 mmol) and anhydrous DMF (20 ml) according to method B for 2.0 h at room temperature, followed by heating to 100° C. for 1 h. The reaction was concentrated under reduced pressureAnd the solids were dissolved in MeOH (30 ml). NH3 was bubbled in for 0.5 h while acetate removal was monitored by LC-MS. The reaction was concentrated to a dark sludge, dissolved in EtOA... RXN SMILES: [N:38]1([CH:44]2[CH2:45][CH2:46][NH:47][CH2:48][CH2:49]2)[CH2:39][CH2:40][CH2:41][CH2:42][CH2:43]1.[NH2:1][c:2]1[c:3]([Cl:37])[cH:4][c:5]([CH2:6][CH:7]([C:8](=[O:9])[OH:10])[CH2:11][C:12]([N:13]2[CH2:14][CH2:15][CH:16]([N:19]3[C:20](=[O:29])[NH:21][c:22]4[cH:23][cH:24][cH:25][cH:26][c:27]4[CH2:28]3)[CH2:17][CH2:18]2)=[O:30])[cH:31][c:32]1[C:33]([F:34])([F:35])[F:36]>>[NH2:1][c:2]1[c:3]([Cl:37])[cH:4][c:5]([CH2:6][CH:7]([C:8](=[O:9])[N:47]2[CH2:46][CH2:45][CH:44]([N:38]3[CH2:39][CH2:40][CH2:41][CH2:42][CH2:43]3)[CH2:49][CH2:48]2)[CH2:11][C:12]([N:13]2[CH2:14][CH2:15][CH:16]([N:19]3[C:20](=[O:29])[NH:21][c:22]4[cH:23][cH:24][cH:25][cH:26][c:27]4[CH2:28]3)[CH2:17][CH2:18]2)=[O:30])[cH:31][c:32]1[C:33]([F:34])([F:35])[F:36]. Starting materials: C1CCN(C2CCNCC2)CC1, Nc1c(Cl)cc(CC(CC(=O)N2CCC(N3Cc4ccccc4NC3=O)CC2)C(=O)O)cc1C(F)(F)F. Yields the product Nc1c(Cl)cc(CC(CC(=O)N2CCC(N3Cc4ccccc4NC3=O)CC2)C(=O)N2CCC(N3CCCCC3)CC2)cc1C(F)(F)F. Starting materials: OCc1cccc(OCc2ccccc2)n1, O=S(Cl)Cl, c1ccccc1. The product is ClCc1cccc(OCc2ccccc2)n1. As a reaction SMILES: [CH2:1]([c:2]1[cH:3][cH:4][cH:5][cH:6][cH:7]1)[O:8][c:9]1[n:10][c:11]([CH2:15][OH:16])[cH:12][cH:13][cH:14]1.[S:17]([Cl:18])([Cl:19])=[O:20].[cH:21]1[cH:22][cH:23][cH:24][cH:25][cH:26]1>>[CH2:1]([c:2]1[cH:3][cH:4][cH:5][cH:6][cH:7]1)[O:8][c:9]1[n:10][c:11]([CH2:15][Cl:19])[cH:12][cH:13][cH:14]1. The reactants are CO, COC(=O)NCc1coc2ccc(-c3cc(F)cc(F)c3)nc12, [Na+], [OH-]. The product is NCc1coc2ccc(-c3cc(F)cc(F)c3)nc12. RXN SMILES: [CH3:26][OH:27].[F:1][c:2]1[cH:3][c:4](-[c:9]2[cH:10][cH:11][c:12]3[c:13]([n:14]2)[c:15]([CH2:18][NH:19][C:20](=[O:21])[O:22][CH3:23])[cH:16][o:17]3)[cH:5][c:6]([F:8])[cH:7]1.[Na+:25].[OH-:24]>>[F:1][c:2]1[cH:3][c:4](-[c:9]2[cH:10][cH:11][c:12]3[c:13]([n:14]2)[c:15]([CH2:18][NH2:19])[cH:16][o:17]3)[cH:5][c:6]([F:8])[cH:7]1.